Task: describe an organic reaction: reactants, conditions, products, and yield. Dataset: the Open Reaction Database (ORD), a public repository of structured organic reaction records The reactants are Brc1ccc2sccc2c1, C1CO1, C1CCOC1, CI, Cl. The product is OCCc1ccc2sccc2c1. Reaction SMILES: [Br:3][c:4]1[cH:5][c:6]2[c:7]([s:8][cH:9][cH:10]2)[cH:11][cH:12]1.[CH2:13]1[CH2:14][O:15]1.[CH2:17]1[O:18][CH2:19][CH2:20][CH2:21]1.[CH3:1][I:2].[ClH:16]>>[c:4]1([CH2:13][CH2:14][OH:15])[cH:5][c:6]2[c:7]([s:8][cH:9][cH:10]2)[cH:11][cH:12]1. Starting materials: C(C)(=O)O.FC=1C=CC2=C(NC(=N2)C2=CC=CC=3C(C=4N(C23)C=CC4)N)C1 (5-(6-fluoro-1H-benzimidazol-2-yl)-9H-pyrrolo[1,2-a]indol-9-ylamine acetate), C(C)(C)N(CC)C(C)C (diisopropylethylamine), N1C=CC2=C1N=CC=C2C(=O)O (1H-pyrrolo[2,3-b]pyridine-4-carboxylic acid), o-((ethoxycarbonyl)cyanomethylene-amino)-N,N,N′,N′-tetramethyluronium tetrafluoroborate. The solvent is CN1C(CCC1)=O (N-methylpyrrolidone). Reaction conditions: time 1 hour. The product is FC=1C=CC2=C(NC(=N2)C2=CC=CC=3C(C=4N(C23)C=CC4)NC(=O)C=4C2=C(N=CC4)NC=C2)C1 (1H-pyrrolo[2,3-b]pyridine-4-carboxylic acid [5-(6-fluoro-1H-benzimidazol-2-yl)-9H-pyrrolo[1,2-a]indol-9-yl]amide). Isolated yield 23.2%. As a reaction SMILES: C(O)(=O)C.[F:5][C:6]1[CH:7]=[CH:8][C:9]2[N:13]=[C:12]([C:14]3[C:22]4[N:21]5[CH:23]=[CH:24][CH:25]=[C:20]5[CH:19]([NH2:26])[C:18]=4[CH:17]=[CH:16][CH:15]=3)[NH:11][C:10]=2[CH:27]=1.[NH:28]1[C:32]2[N:33]=[CH:34][CH:35]=[C:36]([C:37](O)=[O:38])[C:31]=2[CH:30]=[CH:29]1.C(N(C(C)C)CC)(C)C>CN1CCCC1=O>[F:5][C:6]1[CH:7]=[CH:8][C:9]2[N:13]=[C:12]([C:14]3[C:22]4[N:21]5[CH:23]=[CH:24][CH:25]=[C:20]5[CH:19]([NH:26][C:37]([C:36]5[C:31]6[CH:30]=[CH:29][NH:28][C:32]=6[N:33]=[CH:34][CH:35]=5)=[O:38])[C:18]=4[CH:17]=[CH:16][CH:15]=3)[NH:11][C:10]=2[CH:27]=1 |f:0.1|. Procedure: A mixture of 42 mg of 5-(6-fluoro-1H-benzimidazol-2-yl)-9H-pyrrolo[1,2-a]indol-9-ylamine acetate obtained according to the preceding stage, 19 mg of 1H-pyrrolo[2,3-b]pyridine-4-carboxylic acid (which can be obtained according to WO 2003/000688), 39 mg of o-((ethoxycarbonyl)cyanomethylene-amino)-N,N,N′,N′-tetramethyluronium tetrafluoroborate (TOTU) and 16 μl of diisopropylethylamine in 3 ml of N-methylpyrrolidone is stirred in a 100 ml round-bottomed flask. After 1 hour, the reaction medium is ev... The reactants are Cl.O=C1N(C(C2=C3C(C=CC=C13)=CC=C2)=O)CCCCN2CCC(CC2)N(C(CC)=O)C2=CC=CC=C2 (N-[1-[4-(1,3-dihydro-1,3-dioxo-2H-benz[de]isoquinolin-2-yl)butyl]-4-piperidinyl]-N-phenylpropanamide, hydrochloride), BrCCCCCBr (1,5-dibromopentane), BrCCCCBr (1,4-dibromobutane). The product is BrCCCCCN1C(C2=CC=CC=3C2=C(C1=O)C=CC3)=O (2-(5-bromopentyl)-1H-benz[de]isoquinoline-1,3(2H)-dione). Reaction SMILES: Cl.[O:2]=[C:3]1[C:12]2[C:7]3[C:8](=[CH:13][CH:14]=[CH:15][C:6]=3[C:5](=[O:16])[N:4]1[CH2:17][CH2:18][CH2:19]CN1CCC(N(C3C=CC=CC=3)C(=O)CC)CC1)[CH:9]=[CH:10][CH:11]=2.[Br:38][CH2:39][CH2:40]CCCBr.BrCCCCBr>>[Br:38][CH2:39][CH2:40][CH2:19][CH2:18][CH2:17][N:4]1[C:5](=[O:16])[C:6]2[CH:15]=[CH:14][CH:13]=[C:10]3[C:11]=2[C:12](=[CH:7][CH:8]=[CH:9]3)[C:3]1=[O:2] |f:0.1|. Procedure details: Following the procedure of part (a) of example 31 but substituting 1,5-dibromopentane for the 1,4-dibromobutane, one obtains 2-(5-bromopentyl)-1H-benz[de]isoquinoline-1,3(2H)-dione; m.p. 113°-115°. The reactants are CC([O-])=S, CN1CCN(C(=O)c2csc(N3CC(OS(C)(=O)=O)C3)n2)CC1, CN(C)C=O, [K+]. Yields the product CC(=O)SC1CN(c2nc(C(=O)N3CCN(C)CC3)cs2)C1. Reaction SMILES: [C:24]([CH3:25])(=[S:26])[O-:27].[CH3:1][S:2]([O:3][CH:6]1[CH2:7][N:8]([c:10]2[s:11][cH:12][c:13]([C:15](=[O:16])[N:17]3[CH2:18][CH2:19][N:20]([CH3:23])[CH2:21][CH2:22]3)[n:14]2)[CH2:9]1)(=[O:4])=[O:5].[CH3:29][N:30]([CH3:31])[CH:32]=[O:33].[K+:28]>>[CH:6]1([S:26][C:24]([CH3:25])=[O:27])[CH2:7][N:8]([c:10]2[s:11][cH:12][c:13]([C:15](=[O:16])[N:17]3[CH2:18][CH2:19][N:20]([CH3:23])[CH2:21][CH2:22]3)[n:14]2)[CH2:9]1.